This data is from the Open Reaction Database (ORD), a public repository of structured organic reaction records. The task is: describe an organic reaction: reactants, conditions, products, and yield The reactants are COC([C@H](CC1=CC(=CC=C1)OC(C)(C)C(=O)O)OC)=O ((2S)-3-[3-(1-carboxy-1-methyl-ethoxy)-phenyl]-2-methoxy-propionic acid methyl ester), ClC1=C(C=CC(=C1)Cl)CCN (2-(2,4-dichloro-phenyl)-ethylamine), C(C)O[C@H](C(=O)O)CC1=CC=C(C=C1)O[C@H](C)C(NCCC1=CC=C(C=C1)OC1=CC=CC=C1)=O ((2S,1R)-2-ethoxy-3-(4-{1-[2-(4-phenoxy-phenyl)-ethylcarbamoyl]-ethoxy}-phenyl)-propionic acid). Yields the product ClC1=C(C=CC(=C1)Cl)CCNC(=O)C(C)(OC=1C=C(C=CC1)C[C@@H](C(=O)O)OC)C ((2S)-3-(3-{1-[2-(2,4-dichloro-phenyl)-ethylcarbamoyl]-1-methyl-ethoxy}-phenyl)-2-methoxy-propionic acid). Reaction SMILES: C[O:2][C:3](=[O:21])[C@@H:4]([O:19][CH3:20])[CH2:5][C:6]1[CH:11]=[CH:10][CH:9]=[C:8]([O:12][C:13]([C:16]([OH:18])=O)([CH3:15])[CH3:14])[CH:7]=1.[Cl:22][C:23]1[CH:28]=[C:27]([Cl:29])[CH:26]=[CH:25][C:24]=1[CH2:30][CH2:31][NH2:32].C(O[C@@H](CC1C=CC(O[C@@H](C(=O)NCCC2C=CC(OC3C=CC=CC=3)=CC=2)C)=CC=1)C(O)=O)C>>[Cl:22][C:23]1[CH:28]=[C:27]([Cl:29])[CH:26]=[CH:25][C:24]=1[CH2:30][CH2:31][NH:32][C:16]([C:13]([CH3:14])([O:12][C:8]1[CH:7]=[C:6]([CH2:5][C@H:4]([O:19][CH3:20])[C:3]([OH:2])=[O:21])[CH:11]=[CH:10][CH:9]=1)[CH3:15])=[O:18]. Procedure details: The title compound was prepared from (2S)-3-[3-(1-carboxy-1-methyl-ethoxy)-phenyl]-2-methoxy-propionic acid methyl ester (EXAMPLE 56, step 2) and 2-(2,4-dichloro-phenyl)-ethylamine via the same procedure used for the preparation of (2S,1R)-2-ethoxy-3-(4-{1-[2-(4-phenoxy-phenyl)-ethylcarbamoyl]-ethoxy}-phenyl)-propionic acid (Example 1, step 3) to produce a colorless oil. The reactants are [Cl-].[Al+3].[Cl-].[Cl-] (aluminium chloride), C(C)(=O)C1=CSC=C1 (3-Acetylthiophene), BrBr (Bromine). Run in CCOCC (ether). Conditions: time 10 minute. Product: BrCC(=O)C1=CSC=C1 (3-bromoacetylthiophene). Yield: 85.4%. RXN SMILES: [C:1]([C:4]1[CH:8]=[CH:7][S:6][CH:5]=1)(=[O:3])[CH3:2].[Cl-].[Al+3].[Cl-].[Cl-].[Br:13]Br>CCOCC>[Br:13][CH2:2][C:1]([C:4]1[CH:8]=[CH:7][S:6][CH:5]=1)=[O:3] |f:1.2.3.4|. Reported procedure: 3-Acetylthiophene (6.3 g, 50 mmol) was dissolved in anhydrous ether (100 ml) and aluminium chloride (catalytic amount) added. Bromine (2.55 ml, 50 mmol) was added dropwise and then stirred for 10 min. The ether was removed under reduced pressure and the residue washed with water. The crude product was recrystallised from petroleum-ether (60°-80° C.) to yield 3-bromoacetylthiophene m.p. 54°-56° C. (8.76 g, 85%), δH (CDCl3) 8.15 (1H, dd, H2), 7.55 (1H, dd, H4'), 7.35 (1H, dd, H5'). Run at time 8 hour. Procedure: BBr3 (4.72 g, 1.78 ml, 18.9 mmol) was carefully added through a syringe over 5 min to a stirred solution of dimethoxy acid 4c (1.35 g, 4.7 mmol) in anhydrous CH2Cl2 (20 ml). Resulted mixture was magnetically stirred for 8 h and concentrated under vacuum. The residue was co-evaporated with toluene (2×20 ml), dissolved in methanol (20 ml) and HCl gas was bubbled into the solution for 2 min. The material obtained after evaporation of the solvent was partitioned between cold water (30 ml) and ethyl ... The yield is 94.0%. Starting materials: B(Br)(Br)Br (BBr3), COC1=C(C=CC(=C1C1=CC=CC=C1)OC)CCC(=O)O (3-(2,4-Dimethoxy-3-phenylphenyl)propanoic acid), C(Cl)Cl (CH2Cl2). Product: OC1=C(C=CC(=C1C1=CC=CC=C1)O)CCC(=O)OC (Methyl 3-(2,4-dihydroxy-3-phenylphenyl)propanoate). Reaction SMILES: B(Br)(Br)Br.C[O:6][C:7]1[C:12]([C:13]2[CH:18]=[CH:17][CH:16]=[CH:15][CH:14]=2)=[C:11]([O:19]C)[CH:10]=[CH:9][C:8]=1[CH2:21][CH2:22][C:23]([OH:25])=[O:24].[CH2:26](Cl)Cl>>[OH:6][C:7]1[C:12]([C:13]2[CH:18]=[CH:17][CH:16]=[CH:15][CH:14]=2)=[C:11]([OH:19])[CH:10]=[CH:9][C:8]=1[CH2:21][CH2:22][C:23]([O:25][CH3:26])=[O:24]. The reactants are CC1(C2C=CC(C1C2)(OC(C)=O)OC(C)=O)C ((+)-6,6-dimethyl-2,2-diacetoxy-3-norpinene), CC(CCCCCC)(C)C=1C=C(C=C(O)C1)O (5-(1,1-dimethylheptyl)resorcinol), B(F)(F)F.CCOCC (boron trifluoride diethyl etherate). The product is OC1=CC(=CC=2OC([C@H]3[C@H](C21)CC(CC3)=O)(C)C)C(CCCCCC)(C)C ((-)-trans-1-hydroxy-3-(1,1-dimethylheptyl)-6,6-dimethyl-6,6a,7,8,10,10a-hexahydro-9H-dibenzo[b,d]pyran-9-one). Reaction SMILES: [CH3:1][C:2]1([CH3:17])[CH:7]2[CH2:8][CH:3]1[CH:4]=[CH:5][C:6]2(OC(=O)C)[O:9]C(=O)C.[CH3:18][C:19]([C:27]1[CH:28]=[C:29]([OH:34])[CH:30]=[C:31]([CH:33]=1)[OH:32])([CH3:26])[CH2:20][CH2:21][CH2:22][CH2:23][CH2:24][CH3:25].B(F)(F)F.CCOCC>>[OH:34][C:29]1[C:30]2[C@@H:4]3[CH2:5][C:6](=[O:9])[CH2:7][CH2:8][C@H:3]3[C:2]([CH3:17])([CH3:1])[O:32][C:31]=2[CH:33]=[C:27]([C:19]([CH3:18])([CH3:26])[CH2:20][CH2:21][CH2:22][CH2:23][CH2:24][CH3:25])[CH:28]=1 |f:2.3|. Reported procedure: Following the same procedure as set forth above, (+)-6,6-dimethyl-2,2-diacetoxy-3-norpinene was reacted with 5-(1,1-dimethylheptyl)resorcinol in the presence of boron trifluoride diethyl etherate to afford (-)-trans-1-hydroxy-3-(1,1-dimethylheptyl)-6,6-dimethyl-6,6a,7,8,10,10a-hexahydro-9H-dibenzo[b,d]pyran-9-one. Reactants: COC(=O)C1=CC=CC=C1N (methyl ester of o-amino benzoic acid), NC1=C(C(=O)NN)C=CC=C1 (o-Aminobenzhydrazide), OC1=C(C2=CC=CC=C2C=C1)C=O (2-hydroxy-1-naphthaldehyde), ( 3 ), ( 1 ), NC1=C(C(=O)NN)C=CC=C1 (o-aminobenzhydrazide), C1=C(C=CC2=CC=CC=C12)O (beta-naphthol), C=O (paraformaldehyde), C1N2CN3CN1CN(C2)C3 (hexamethylene tetramine), Cl (hydrochloric acid), NN (hydrazine), ( 2 ). Run in C(C)(=O)O (acetic acid). Yields the product hydrazone, NC1=C(C(=O)NN=CC2=C(C=CC3=CC=CC=C23)O)C=CC=C1 (2-hydroxy-1-naphthaldehyde-o-aminobenzoyl hydrazone). Yield: 80.0%. As a reaction SMILES: [NH2:1][C:2]1[CH:11]=[CH:10][CH:9]=[CH:8][C:3]=1[C:4]([NH:6][NH2:7])=[O:5].COC(C1C(N)=CC=CC=1)=O.NN.C1C2C(=CC=CC=2)C=CC=1O.C=O.C1N2CN3CN(C2)CN1C3.Cl.[OH:49][C:50]1[CH:59]=[CH:58][C:57]2[C:52](=[CH:53][CH:54]=[CH:55][CH:56]=2)[C:51]=1[CH:60]=O>C(O)(=O)C>[NH2:1][C:2]1[CH:11]=[CH:10][CH:9]=[CH:8][C:3]=1[C:4]([NH:6][N:7]=[CH:60][C:51]1[C:52]2[C:57](=[CH:56][CH:55]=[CH:54][CH:53]=2)[CH:58]=[CH:59][C:50]=1[OH:49])=[O:5]. Reported procedure: In reaction (1), o-aminobenzhydrazide in 70% yield is prepared by reacting the methyl ester of o-amino benzoic acid (methyl anthranilate) with 64% aqueous hydrazine. Equation (2) illustrates the preparation of 2-hydroxy-1-naphthaladehyde from beta-naphthol, paraformaldehyde, hexamethylene tetramine, acetic acid and hydrochloric acid. o-Aminobenzhydrazide and 2-hydroxy-1-naphthaldehyde are reacted, in Equation (3), to produce the preferred hydrazone, 2-hydroxy-1-naphthaldehyde-o-aminobenzoyl hydr... Starting materials: CC(CCNC1=C(C=C(C#N)C=C1)[N+](=O)[O-])C (4-(3-methyl-butylamino)-3-nitro-benzonitrile), BrC=1C=C(C(=CC1)F)[N+](=O)[O-] (3-bromo-6-fluoro-nitrobenzene). Product: BrC1=CC(=C(C=C1)NCCC(C)C)[N+](=O)[O-] ((4-Bromo-2-nitro-phenyl)-(3-methyl-butyl)-amine). RXN SMILES: [CH3:1][CH:2]([CH3:17])[CH2:3][CH2:4][NH:5][C:6]1[CH:13]=[CH:12][C:9](C#N)=[CH:8][C:7]=1[N+:14]([O-:16])=[O:15].[Br:18]C1C=C([N+]([O-])=O)C(F)=CC=1>>[Br:18][C:9]1[CH:12]=[CH:13][C:6]([NH:5][CH2:4][CH2:3][CH:2]([CH3:17])[CH3:1])=[C:7]([N+:14]([O-:16])=[O:15])[CH:8]=1. Procedure: (4-Bromo-2-nitro-phenyl)-(3-methyl-butyl)-amine was prepared by the same procedure as 4-(3-methyl-butylamino)-3-nitro-benzonitrile, except using 3-bromo-6-fluoro-nitrobenzene. Reactants: CC(C)=O, COC(=O)c1cnc(Oc2ccc3c(c2)CCN(C(=O)OC(C)(C)C)CC3)cn1, Cl, [Na+], [OH-], O. Product: CC(C)(C)OC(=O)N1CCc2ccc(Oc3cnc(C(=O)O)cn3)cc2CC1. Reaction SMILES: [CH3:34][C:35](=[O:36])[CH3:37].[CH3:3][O:4][C:5](=[O:6])[c:7]1[n:8][cH:9][c:10]([O:13][c:14]2[cH:15][c:16]3[c:17]([cH:30][cH:31]2)[CH2:18][CH2:19][N:20]([C:23](=[O:24])[O:25][C:26]([CH3:27])([CH3:28])[CH3:29])[CH2:21][CH2:22]3)[n:11][cH:12]1.[ClH:32].[Na+:2].[OH-:1].[OH2:33]>>[O:4]=[C:5]([OH:6])[c:7]1[n:8][cH:9][c:10]([O:13][c:14]2[cH:15][c:16]3[c:17]([cH:30][cH:31]2)[CH2:18][CH2:19][N:20]([C:23](=[O:24])[O:25][C:26]([CH3:27])([CH3:28])[CH3:29])[CH2:21][CH2:22]3)[n:11][cH:12]1. Starting materials: C(C(=O)O)(=O)O (oxalic acid), O1[C@@H](C1)COC1=C2C=CNC2=CC=C1 ((S)-(+)-4-(oxiranylmethoxy)-1H-indole), ClC1=C(C=CC=2CCNCCC21)Cl (6,7-dichloro-2,3,4,5-tetrahydro-1H-3-benzazepine), CO (methanol). Solvent: C(C)(=O)OCC (ethyl acetate), C(C)(=O)OCC (ethyl acetate). The product is C(C(=O)O)(=O)O.N1C=CC2=C(C=CC=C12)OC[C@H](CN1CCC2=C(CC1)C=CC(=C2Cl)Cl)O ((2S)-(-)-1-(4-indolyloxy)-3-(6,7-dichloro-2,3,4,5-tetrahydro-1H-3-benzazepin-3-yl)-2-propanol ethanedioate). Reaction SMILES: [O:1]1[CH2:3][C@H:2]1[CH2:4][O:5][C:6]1[CH:14]=[CH:13][CH:12]=[C:11]2[C:7]=1[CH:8]=[CH:9][NH:10]2.[Cl:15][C:16]1[C:26]2[CH2:25][CH2:24][NH:23][CH2:22][CH2:21][C:20]=2[CH:19]=[CH:18][C:17]=1[Cl:27].[C:28]([OH:33])(=[O:32])[C:29]([OH:31])=[O:30].CO>C(OCC)(=O)C>[C:28]([OH:33])(=[O:32])[C:29]([OH:31])=[O:30].[NH:10]1[C:11]2[C:7](=[C:6]([O:5][CH2:4][C@@H:2]([OH:1])[CH2:3][N:23]3[CH2:22][CH2:21][C:20]4[CH:19]=[CH:18][C:17]([Cl:27])=[C:16]([Cl:15])[C:26]=4[CH2:25][CH2:24]3)[CH:14]=[CH:13][CH:12]=2)[CH:8]=[CH:9]1 |f:5.6|. Procedure details: The title compound was prepared in similar fashion from (S)-(+)-4-(oxiranylmethoxy)-1H-indole and 6,7-dichloro-2,3,4,5-tetrahydro-1H-3-benzazepine. The resulting free base was dissolved in ethyl acetate, and precipitated with one equivalent of oxalic acid in ethyl acetate in 77% overall yield. FDMS m/e=405 (M+ of free base). α[D]589 =-6.87 (c=0.44, methanol).